From a dataset of the Open Reaction Database (ORD), a public repository of structured organic reaction records. describe an organic reaction: reactants, conditions, products, and yield Reactants: BrC1=C(C=C(C=C1)C(CN1CCOCC1)N(C(CN1C(COC2=C1C=C(C(=C2)Cl)Cl)=O)=O)C)F (N-[1-(4-bromo-3-fluorophenyl)-2-(4-morpholinyl)ethyl]-2-(6,7-dichloro-3-oxo-2,3-dihydro-4H-1,4-benzoxazin-4-yl)-N-methylacetamide), CS(=O)(=O)NC1=CC=C(C=C1)B(O)O ({4-[(methylsulfonyl)amino]phenyl}boronic acid), C(=O)([O-])[O-].[Na+].[Na+] (Na2CO3). Reagents/catalysts: C1=CC=C(C=C1)P([C-]2C=CC=C2)C3=CC=CC=C3.C1=CC=C(C=C1)P([C-]2C=CC=C2)C3=CC=CC=C3.Cl[Pd]Cl.[Fe+2] ((dppf)PdCl2). Run in CN(C)C=O (DMF). Run at temperature 80 celsius, time 15 minute. Yields the product ClC=1C(=CC2=C(N(C(CO2)=O)CC(=O)N(C)C(CN2CCOCC2)C2=CC(=C(C=C2)C2=CC=C(C=C2)NS(=O)(=O)C)F)C1)Cl (2-(6,7-dichloro-3-oxo-2,3-dihydro-4H-1,4-benzoxazin-4-yl)-N-[1-{2-fluoro-4′-[(methylsulfonyl)amino]-4-biphenylyl}-2-(4-morpholinyl)ethyl]-N-methylacetamide). The yield is 9.5%. RXN SMILES: Br[C:2]1[CH:7]=[CH:6][C:5]([CH:8]([N:16]([CH3:33])[C:17](=[O:32])[CH2:18][N:19]2[C:24]3[CH:25]=[C:26]([Cl:30])[C:27]([Cl:29])=[CH:28][C:23]=3[O:22][CH2:21][C:20]2=[O:31])[CH2:9][N:10]2[CH2:15][CH2:14][O:13][CH2:12][CH2:11]2)=[CH:4][C:3]=1[F:34].[CH3:35][S:36]([NH:39][C:40]1[CH:45]=[CH:44][C:43](B(O)O)=[CH:42][CH:41]=1)(=[O:38])=[O:37].C([O-])([O-])=O.[Na+].[Na+]>CN(C=O)C.C1C=CC(P(C2C=CC=CC=2)[C-]2C=CC=C2)=CC=1.C1C=CC(P(C2C=CC=CC=2)[C-]2C=CC=C2)=CC=1.Cl[Pd]Cl.[Fe+2]>[Cl:30][C:26]1[C:27]([Cl:29])=[CH:28][C:23]2[O:22][CH2:21][C:20](=[O:31])[N:19]([CH2:18][C:17]([N:16]([CH:8]([C:5]3[CH:6]=[CH:7][C:2]([C:43]4[CH:42]=[CH:41][C:40]([NH:39][S:36]([CH3:35])(=[O:37])=[O:38])=[CH:45][CH:44]=4)=[C:3]([F:34])[CH:4]=3)[CH2:9][N:10]3[CH2:15][CH2:14][O:13][CH2:12][CH2:11]3)[CH3:33])=[O:32])[C:24]=2[CH:25]=1 |f:2.3.4,6.7.8.9|. Reported procedure: To a room temperature solution under nitrogen containing 0.20 g of N-[1-(4-bromo-3-fluorophenyl)-2-(4-morpholinyl)ethyl]-2-(6,7-dichloro-3-oxo-2,3-dihydro-4H-1,4-benzoxazin-4-yl)-N-methylacetamide (0.348 mmols) in 3.5 mL of dry DMF was added 0.09 g of {4-[(methylsulfonyl)amino]phenyl}boronic acid (0.418 mmols), 0.014 g of (dppf)PdCl2 (0.017 mmols), and 0.70 mL of Na2CO3 solution (2M in water). The reaction mixture was heated to 80° C. After 18 h the reaction was cooled to ambient temperature and... Starting materials: C1(=CC=CC=C1)P(C1=CC=CC=C1)C1=CC=CC=C1 (triphenylphosphine), BrN1C(CCC1=O)=O (N-bromosuccinimide), FC(C=1C=C(C=CC1)CCCO)(F)F (3-(3-trifluoromethylphenyl)-1-propanol). Run in C(Cl)Cl (methylene chloride). Conditions: time 3 hour. Yields the product BrCCCC1=CC(=CC=C1)C(F)(F)F (1-(3-bromopropyl)-3-trifluoromethylbenzene). Isolated yield 73.0%. As a reaction SMILES: [F:1][C:2]([F:14])([F:13])[C:3]1[CH:4]=[C:5]([CH2:9][CH2:10][CH2:11]O)[CH:6]=[CH:7][CH:8]=1.C1(P(C2C=CC=CC=2)C2C=CC=CC=2)C=CC=CC=1.[Br:34]N1C(=O)CCC1=O>C(Cl)Cl>[Br:34][CH2:11][CH2:10][CH2:9][C:5]1[CH:6]=[CH:7][CH:8]=[C:3]([C:2]([F:14])([F:13])[F:1])[CH:4]=1. Procedure: Compound 12-1 (9.00 g) was dissolved in methylene chloride (80 ml), triphenylphosphine (12.8 g) and N-bromosuccinimide (8.63 g) were added under ice-cooling, and the mixture was stirred under ice-cooling for 1 hr, and further at room temperature for 3 hr. The reaction mixture was washed with water and saturated brine, and dried over anhydrous magnesium sulfate. The solvent was evaporated under reduced pressure. Diethyl ether (200 ml) was added, and the precipitated triphenylphosphine oxide was f... The reactants are C(C1=CC=CC=C1)OC=1C=C(C=CC1)CC(C(=O)OCC)NC(=O)OC(C)(C)C (Ethyl 3-(3-(benzyloxy)phenyl)-2-(tert-butoxycarbonylamino)propanoate), C(=O)(C(F)(F)F)O (TFA). Run in C(Cl)Cl (DCM). Conditions: time 1 hour. The product is NC(C(=O)OCC)CC1=CC(=CC=C1)OCC1=CC=CC=C1 (Ethyl 2-amino-3-(3-(benzyloxy)phenyl)propanoate). Isolated yield 84.8%. Reaction SMILES: [CH2:1]([O:8][C:9]1[CH:10]=[C:11]([CH2:15][CH:16]([NH:22]C(OC(C)(C)C)=O)[C:17]([O:19][CH2:20][CH3:21])=[O:18])[CH:12]=[CH:13][CH:14]=1)[C:2]1[CH:7]=[CH:6][CH:5]=[CH:4][CH:3]=1.C(O)(C(F)(F)F)=O>C(Cl)Cl>[NH2:22][CH:16]([CH2:15][C:11]1[CH:12]=[CH:13][CH:14]=[C:9]([O:8][CH2:1][C:2]2[CH:7]=[CH:6][CH:5]=[CH:4][CH:3]=2)[CH:10]=1)[C:17]([O:19][CH2:20][CH3:21])=[O:18]. Reported procedure: 159 (850 mg) was dissolved in 4 ml of DCM and 4 ml of TFA was added then the reaction mixture was let 1 h at room temperature. The reaction mixture is concentrated and 50 ml of AcOEt are added. The organic phase are washed with saturated NaHCO3 and brine then dried over Na2SO4, filtered and concentrated to afford 160 as a white solid (540 mg, 86%), 1H NMR (DMSO): δ 1.26 (t, 3H, J=6.5 Hz), 1.89 (5, 2H), 2.89 (dd, 1H, J=6.5 Hz), 5.21 (s, 2H), 6.90 (d, 1H, J=7.6 Hz), 6.99 (s, 2H), 7.32 (t, 1H, J=7.... Starting materials: CC(C)(C)OC(=O)N1CCCC1C(=O)O, CCOC(=O)N1c2ccccc2C=CC1OCC, Cc1ccccc1, Nc1ccc(Cl)cc1. Product: CC(C)(C)OC(=O)N1CCCC1C(=O)Nc1ccc(Cl)cc1. As a reaction SMILES: [C:19](=[O:20])([O:21][C:22]([CH3:23])([CH3:24])[CH3:25])[N:26]1[CH:27]([C:28](=[O:29])[OH:30])[CH2:31][CH2:32][CH2:33]1.[CH2:1]([O:2][CH:3]1[CH:4]=[CH:5][c:6]2[c:7]([cH:8][cH:9][cH:10][cH:11]2)[N:12]1[C:13]([O:14][CH2:15][CH3:16])=[O:17])[CH3:18].[CH3:42][c:43]1[cH:44][cH:45][cH:46][cH:47][cH:48]1.[NH2:34][c:35]1[cH:36][cH:37][c:38]([Cl:39])[cH:40][cH:41]1>>[C:19](=[O:20])([O:21][C:22]([CH3:23])([CH3:24])[CH3:25])[N:26]1[CH:27]([C:28](=[O:30])[NH:34][c:35]2[cH:36][cH:37][c:38]([Cl:39])[cH:40][cH:41]2)[CH2:31][CH2:32][CH2:33]1. Reactants: NCC[C@@H](C)N1CCC(CC1)NC1=CC=C(C=C1)OC ([1-((R)-3-amino-1-methyl-propyl)-piperidin-4-yl]-(4-methoxy-phenyl)-amine), CC1=NC=NC(=C1C(=O)O)C (4,6-dimethyl-pyrimidine-5-carboxylic acid). Yields the product COC1=CC=C(C=C1)NC1CCN(CC1)[C@@H](CCNC(=O)C=1C(=NC=NC1C)C)C (4,6-dimethyl-pyrimidine-5-carboxylic acid {(R)-3-[4-(4-methoxy-phenylamino)-piperidin-1-yl]-butyl}-amide). The yield is 91.8%. As a reaction SMILES: [NH2:1][CH2:2][CH2:3][C@H:4]([N:6]1[CH2:11][CH2:10][CH:9]([NH:12][C:13]2[CH:18]=[CH:17][C:16]([O:19][CH3:20])=[CH:15][CH:14]=2)[CH2:8][CH2:7]1)[CH3:5].[CH3:21][C:22]1[C:27]([C:28](O)=[O:29])=[C:26]([CH3:31])[N:25]=[CH:24][N:23]=1>>[CH3:20][O:19][C:16]1[CH:17]=[CH:18][C:13]([NH:12][CH:9]2[CH2:8][CH2:7][N:6]([C@H:4]([CH3:5])[CH2:3][CH2:2][NH:1][C:28]([C:27]3[C:22]([CH3:21])=[N:23][CH:24]=[N:25][C:26]=3[CH3:31])=[O:29])[CH2:11][CH2:10]2)=[CH:14][CH:15]=1. Procedure details: Using general procedure E, [1-((R)-3-amino-1-methyl-propyl)-piperidin-4-yl]-(4-methoxy-phenyl)-amine (see EXAMPLE 230) (1.59 g, 5.48 mmol) and 4,6-dimethyl-pyrimidine-5-carboxylic acid (834 mg, 5.48 mmol) afforded 4,6-dimethyl-pyrimidine-5-carboxylic acid {(R)-3-[4-(4-methoxy-phenylamino)-piperidin-1-yl]-butyl}-amide as a white solid (2.07 g, 83%). The reactants are C(C)NCC (diethylamine), BrCC(=O)C1=CC=CC2=CC=CC=C12 (2-bromoacetonaphthone). Solvent: C1(=CC=CC=C1)C (toluene), C1(=CC=CC=C1)C (toluene). Run at time 8 hour. Product: C(C)N(CC(=O)C1=CC=CC2=CC=CC=C12)CC (2-(Diethylamino)-1-(naphthalen-1-yl)ethanone). Reaction SMILES: [CH2:1]([NH:3][CH2:4][CH3:5])[CH3:2].Br[CH2:7][C:8]([C:10]1[C:19]2[C:14](=[CH:15][CH:16]=[CH:17][CH:18]=2)[CH:13]=[CH:12][CH:11]=1)=[O:9]>C1(C)C=CC=CC=1>[CH2:1]([N:3]([CH2:4][CH3:5])[CH2:7][C:8]([C:10]1[C:19]2[C:14](=[CH:15][CH:16]=[CH:17][CH:18]=2)[CH:13]=[CH:12][CH:11]=1)=[O:9])[CH3:2]. Reported procedure: To a solution of 38.1 g (0.52 mol) of diethylamine in 80 mL of toluene and cooled in an ice bath to 0° C. add dropwise a solution of 65.0 g (0.26 mol) of 2-bromoacetonaphthone in 300 mL of toluene. Stir the reaction mixture overnight. Monitor the progress of the reaction by thin-layer chromatography on silica gel (ethyl acetate:hexane, 1:1). Extract the reaction mixture with 3×150 mL of 3N HCl. Adjust the pH of the combined aqueous layers to pH=10 with 50% sodium hydroxide then extract with 3×15... Procedure: To a stirred solution of N-phthaloylglycine (11.92 g, 58 mmol) in dichloromethane (200 mL) at room temperature, oxalyl chloride (7.5 mL, 87 mmol) was added. DMF (two drops) was then added. The resulting solution was concentrated after stirring four hours at room temperature. Dichloromethane (100 mL, dry) was then added to the residue. Benzylamine (9.5 mL, 87 mmol) was added slowly into the resulting solution. Triethylamine (12 mL, 87 mmol) was then added slowly into the solution. Dichloromethane... Reaction conditions: time 4 hour. As a reaction SMILES: [CH:1]1[CH:6]=[C:5]2[C:7]([N:9]([CH2:12][C:13]([OH:15])=O)[C:10](=[O:11])[C:4]2=[CH:3][CH:2]=1)=[O:8].C(Cl)(=O)C(Cl)=O.[CH2:22]([NH2:29])[C:23]1[CH:28]=[CH:27][CH:26]=[CH:25][CH:24]=1>ClCCl.CN(C=O)C.C(N(CC)CC)C.CO>[CH2:22]([NH:29][C:13](=[O:15])[CH2:12][N:9]1[C:10](=[O:11])[C:4]2[C:5](=[CH:6][CH:1]=[CH:2][CH:3]=2)[C:7]1=[O:8])[C:23]1[CH:28]=[CH:27][CH:26]=[CH:25][CH:24]=1. Solvent: ClCCl (Dichloromethane), CO (methanol), ClCCl (dichloromethane), C(C)N(CC)CC (triethylamine), C(C)N(CC)CC (Triethylamine). Yields the product C(C1=CC=CC=C1)NC(CN1C(C2=CC=CC=C2C1=O)=O)=O (N-benzyl-2-(1,3-dioxo-1,3-dihydro-isoindol-2-yl)-acetamide). Reagents/catalysts: CN(C)C=O (DMF). Starting materials: C1=CC=C2C(=C1)C(=O)N(C2=O)CC(=O)O (N-phthaloylglycine), C(C(=O)Cl)(=O)Cl (oxalyl chloride), C(C1=CC=CC=C1)N (Benzylamine).